describe an organic reaction: reactants, conditions, products, and yield From a dataset of the Open Reaction Database (ORD), a public repository of structured organic reaction records. Reactants: O=C1CCC(=O)N1Br, CSc1nc(N)nc(-c2ccco2)c1C#N, CN(C)C=O. Yields the product CSc1nc(N)nc(-c2ccc(Br)o2)c1C#N. Reaction SMILES: [Br:17][N:18]1[C:19](=[O:20])[CH2:21][CH2:22][C:23]1=[O:24].[NH2:1][c:2]1[n:3][c:4]([S:15][CH3:16])[c:5]([C:13]#[N:14])[c:6](-[c:8]2[o:9][cH:10][cH:11][cH:12]2)[n:7]1.[O:25]=[CH:26][N:27]([CH3:28])[CH3:29]>>[NH2:1][c:2]1[n:3][c:4]([S:15][CH3:16])[c:5]([C:13]#[N:14])[c:6](-[c:8]2[o:9][c:10]([Br:17])[cH:11][cH:12]2)[n:7]1.